From a dataset of the Open Reaction Database (ORD), a public repository of structured organic reaction records. describe an organic reaction: reactants, conditions, products, and yield The reactants are BrCC1CCCCC1, C[Si](C)(C)[N-][Si](C)(C)C, COC(=O)C(C)c1ccccc1, [Li+], C1CCOC1. Product: COC(=O)C(C)(CC1CCCCC1)c1ccccc1. RXN SMILES: [Br:23][CH2:24][CH:25]1[CH2:26][CH2:27][CH2:28][CH2:29][CH2:30]1.[CH3:13][Si:14]([CH3:15])([CH3:16])[N-:17][Si:18]([CH3:19])([CH3:20])[CH3:21].[CH3:1][O:2][C:3]([CH:4]([CH3:5])[c:6]1[cH:7][cH:8][cH:9][cH:10][cH:11]1)=[O:12].[Li+:22].[O:31]1[CH2:32][CH2:33][CH2:34][CH2:35]1>>[CH3:1][O:2][C:3]([C:4]([CH3:5])([c:6]1[cH:7][cH:8][cH:9][cH:10][cH:11]1)[CH2:24][CH:25]1[CH2:26][CH2:27][CH2:28][CH2:29][CH2:30]1)=[O:12]. Starting materials: ClC1=CC=C(C=N1)C(=O)N (6-chloropyridine-3-carboxamide), P(=O)(Cl)(Cl)Cl (phosphorous oxychloride). Run in C(Cl)(Cl)Cl (chloroform). Product: ClC1=CC=C(C=N1)C#N (6-chloropyridine-3-carbonitrile). Isolated yield 83.1%. As a reaction SMILES: [Cl:1][C:2]1[N:7]=[CH:6][C:5]([C:8]([NH2:10])=O)=[CH:4][CH:3]=1.P(Cl)(Cl)(Cl)=O>C(Cl)(Cl)Cl>[Cl:1][C:2]1[N:7]=[CH:6][C:5]([C:8]#[N:10])=[CH:4][CH:3]=1. Procedure: A mixture of 6-chloropyridine-3-carboxamide (14 g), phosphorous oxychloride (35 ml) and chloroform (120 ml) is refluxed for 2 hr, cooled, and concentrated. The residue is stirred with water and the resulting precipitate is collected and recrystallized from ethanol to provide 10.3 g (83 %) of 6-chloropyridine-3-carbonitrile. This nitrile (2.77 g) is added to a solution of sodium octanolate (prepared from 1-octanol (2.78 g) and sodium hydride (0.88g of 60% dispersion) in DMF (20 ml)). After 30 min... Starting materials: CCCCBr, CC[O-], CS(C)=O, Cc1ccc2c(c1)=NC(=O)N=2, CCO, [Na+]. Product: CCCCCc1ccc2c(c1)=NC(=O)N=2. RXN SMILES: [Br:20][CH2:21][CH2:22][CH2:23][CH3:24].[CH3:13][CH2:14][O-:15].[CH3:16][S:17]([CH3:18])=[O:19].[CH3:1][c:2]1[cH:3][c:4]2[c:5]([cH:10][cH:11]1)=[N:6][C:7](=[O:9])[N:8]=2.[CH3:25][CH2:26][OH:27].[Na+:12]>>[CH2:1]([c:2]1[cH:3][c:4]2[c:5]([cH:10][cH:11]1)=[N:6][C:7](=[O:9])[N:8]=2)[CH2:21][CH2:22][CH2:23][CH3:24]. Reactants: COc1ccc(C#N)cc1C=CC(=O)NC(CC(=O)OCc1ccccc1)CN1CCC(Oc2ccc(F)cc2)CC1, CO, [Na+], [OH-]. Yields the product COc1ccc(C#N)cc1C=CC(=O)NC(CC(=O)O)CN1CCC(Oc2ccc(F)cc2)CC1. RXN SMILES: [CH2:1]([c:2]1[cH:3][cH:4][cH:5][cH:6][cH:7]1)[O:8][C:9]([CH2:10][CH:11]([CH2:12][N:13]1[CH2:14][CH2:15][CH:16]([O:19][c:20]2[cH:21][cH:22][c:23]([F:26])[cH:24][cH:25]2)[CH2:17][CH2:18]1)[NH:27][C:28]([CH:29]=[CH:30][c:31]1[c:32]([O:39][CH3:40])[cH:33][cH:34][c:35]([C:37]#[N:38])[cH:36]1)=[O:41])=[O:42].[CH3:45][OH:46].[Na+:44].[OH-:43]>>[O:8]=[C:9]([CH2:10][CH:11]([CH2:12][N:13]1[CH2:14][CH2:15][CH:16]([O:19][c:20]2[cH:21][cH:22][c:23]([F:26])[cH:24][cH:25]2)[CH2:17][CH2:18]1)[NH:27][C:28]([CH:29]=[CH:30][c:31]1[c:32]([O:39][CH3:40])[cH:33][cH:34][c:35]([C:37]#[N:38])[cH:36]1)=[O:41])[OH:42].